Dataset: the Open Reaction Database (ORD), a public repository of structured organic reaction records. Task: describe an organic reaction: reactants, conditions, products, and yield Reactants: ClC=1C=C(C=CC1SCCCOC1=C(C(=C(C=C1)C(CC)=O)O)CCC)CC(=O)OC (methyl 3-chloro-4-(3-(2-propyl-3-hydroxy-4-propionylphenoxy)propylthio)phenylacetate), Cl.NO (hydroxylamine hydrochloride), C(C)(=O)[O-].[Na+] (sodium acetate). The solvent is CO (methanol). The product is ClC=1C=C(C=CC1SCCCOC1=C(C(=C(C=C1)C(CC)=NO)O)CCC)CC(=O)OC (methyl 3-chloro-4-(3-(2-propyl-3-hydroxy-4-(1-hydroxyiminopropyl)phenoxy)propylthio)phenylacetate). As a reaction SMILES: [Cl:1][C:2]1[CH:3]=[C:4]([CH2:27][C:28]([O:30][CH3:31])=[O:29])[CH:5]=[CH:6][C:7]=1[S:8][CH2:9][CH2:10][CH2:11][O:12][C:13]1[CH:18]=[CH:17][C:16]([C:19](=O)[CH2:20][CH3:21])=[C:15]([OH:23])[C:14]=1[CH2:24][CH2:25][CH3:26].Cl.[NH2:33][OH:34].C([O-])(=O)C.[Na+]>CO>[Cl:1][C:2]1[CH:3]=[C:4]([CH2:27][C:28]([O:30][CH3:31])=[O:29])[CH:5]=[CH:6][C:7]=1[S:8][CH2:9][CH2:10][CH2:11][O:12][C:13]1[CH:18]=[CH:17][C:16]([C:19](=[N:33][OH:34])[CH2:20][CH3:21])=[C:15]([OH:23])[C:14]=1[CH2:24][CH2:25][CH3:26] |f:1.2,3.4|. Reported procedure: A solution of methyl 3-chloro-4-(3-(2-propyl-3-hydroxy-4-propionylphenoxy)propylthio)phenylacetate (Step B; 25.655 grams) in dry methanol (260 mL) was treated with hydroxylamine hydrochloride (3.833 grams). Anhydrous sodium acetate (4.524 grams) was added and the mixture refluxed for 4 hours. The reaction mixture was partitioned between isopropyl acetate and pH 7 buffer. The organic phase was washed once with water and dried over magnesium sulfate, filtered and evaporated to an oil. The title co... Starting materials: C1(CCCCC1)C(C=1OC2=C(C1C)C=C(C=C2)OC)NC2=CC=C(C=C2)C(=O)N(CCC(=O)OCC)C (Ethyl 3-{[(4-{[cyclohexyl(5-methoxy-3-methyl-1-benzofuran-2-yl)methyl]amino}phenyl)carbonyl](methyl)amino}propanoate), [OH-].[Na+] (sodium hydroxide), CCCCCC.C(C)O (hexane ethanol), C(C)O (ethanol). Solvent: O1CCCC1 (tetrahydrofuran). Reaction conditions: time 2 hour. Product: C1(CCCCC1)C(C=1OC2=C(C1C)C=C(C=C2)OC)NC2=CC=C(C=C2)C(=O)N(CCC(=O)O)C (3-{[(4-{[cyclohexyl(5-methoxy-3-methyl-1-benzofuran-2-yl)methyl]amino}phenyl)carbonyl](methyl)amino}propanoic acid). RXN SMILES: [CH:1]1([CH:7]([NH:20][C:21]2[CH:26]=[CH:25][C:24]([C:27]([N:29]([CH3:37])[CH2:30][CH2:31][C:32]([O:34]CC)=[O:33])=[O:28])=[CH:23][CH:22]=2)[C:8]2[O:9][C:10]3[CH:17]=[CH:16][C:15]([O:18][CH3:19])=[CH:14][C:11]=3[C:12]=2[CH3:13])[CH2:6][CH2:5][CH2:4][CH2:3][CH2:2]1.CCCCCC.C(O)C.C(O)C.[OH-].[Na+]>O1CCCC1>[CH:1]1([CH:7]([NH:20][C:21]2[CH:22]=[CH:23][C:24]([C:27]([N:29]([CH3:37])[CH2:30][CH2:31][C:32]([OH:34])=[O:33])=[O:28])=[CH:25][CH:26]=2)[C:8]2[O:9][C:10]3[CH:17]=[CH:16][C:15]([O:18][CH3:19])=[CH:14][C:11]=3[C:12]=2[CH3:13])[CH2:6][CH2:5][CH2:4][CH2:3][CH2:2]1 |f:1.2,4.5|. Procedure: Ethyl 3-{[(4-{[cyclohexyl(5-methoxy-3-methyl-1-benzofuran-2-yl)methyl]amino}phenyl)carbonyl](methyl)amino}propanoate (795 mg) synthesized above was fractionated by high performance liquid chromatography (column: CHIRALPAK AD (50 mm ID×500 mL, manufactured by Daicel Chemical Industries, Ltd., mobile phase: hexane/ethanol (400/600), flow rate: 60 mL/min, column temperature: 30° C.). The fraction containing an optically active form having a shorter retention time under the above-mentioned high perf... The product is O=C1NC2(CCC(c3ccc(C#CCOCc4ccccc4)cc3)C2)CO1. As a reaction SMILES: [CH3:32][CH2:33][O:34][C:35]([CH3:36])=[O:37].[CH3:38][c:39]1[cH:40][cH:41][cH:42][cH:43][cH:44]1.[Cl:28][C:29]([Cl:30])=[O:31].[K+:27].[NH2:1][C:2]1([CH2:24][OH:25])[CH2:3][CH:4]([c:7]2[cH:8][cH:9][c:10]([C:13]#[C:14][CH2:15][O:16][CH2:17][c:18]3[cH:19][cH:20][cH:21][cH:22][cH:23]3)[cH:11][cH:12]2)[CH2:5][CH2:6]1.[OH-:26].[OH2:45]>>[NH:1]1[C:2]2([CH2:3][CH:4]([c:7]3[cH:8][cH:9][c:10]([C:13]#[C:14][CH2:15][O:16][CH2:17][c:18]4[cH:19][cH:20][cH:21][cH:22][cH:23]4)[cH:11][cH:12]3)[CH2:5][CH2:6]2)[CH2:24][O:25][C:29]1=[O:31]. The reactants are CCOC(C)=O, Cc1ccccc1, O=C(Cl)Cl, [K+], NC1(CO)CCC(c2ccc(C#CCOCc3ccccc3)cc2)C1, [OH-], O.